This data is from the Open Reaction Database (ORD), a public repository of structured organic reaction records. The task is: describe an organic reaction: reactants, conditions, products, and yield Reactants: C#CCC1C(=O)NC=CN1S(=O)(=O)c1ccc(Cl)cc1, C#CCC1C(=O)NCCN1S(=O)(=O)c1ccccc1. The product is C#CCC1C(=O)NCCN1S(=O)(=O)c1ccc(Cl)cc1. As a reaction SMILES: [Cl:20][c:21]1[cH:22][cH:23][c:24]([S:27](=[O:28])(=[O:29])[N:30]2[CH:31]([CH2:37][C:38]#[CH:39])[C:32](=[O:36])[NH:33][CH:34]=[CH:35]2)[cH:25][cH:26]1.[c:1]1([S:2]([N:3]2[CH2:4][CH2:5][NH:6][C:7](=[O:8])[CH:9]2[CH2:10][C:11]#[CH:12])(=[O:13])=[O:14])[cH:15][cH:16][cH:17][cH:18][cH:19]1>>[Cl:20][c:21]1[cH:22][cH:23][c:24]([S:27](=[O:28])(=[O:29])[N:30]2[CH:31]([CH2:37][C:38]#[CH:39])[C:32](=[O:36])[NH:33][CH2:34][CH2:35]2)[cH:25][cH:26]1. The reactants are stainless steel, CN(C)CCN(C)C (TMEDA), C1(=CC=CC=C1)C (toluene), mixture, C1(=CC=CC=C1)C (toluene). Reaction conditions: temperature 100 celsius. Product: C1(=CC=CC=C1)C.CN(C)CCN(C)C (Toluene TMEDA). As a reaction SMILES: [CH3:1][N:2]([CH2:4][CH2:5][N:6]([CH3:8])[CH3:7])[CH3:3].[C:9]1([CH3:15])[CH:14]=[CH:13][CH:12]=[CH:11][CH:10]=1>>[C:9]1([CH3:15])[CH:14]=[CH:13][CH:12]=[CH:11][CH:10]=1.[CH3:1][N:2]([CH2:4][CH2:5][N:6]([CH3:8])[CH3:7])[CH3:3] |f:2.3|. Procedure details: The balance of the reaction mixture (53.0%) was gradually stripped at elevated temperature and reduced pressure in the stainless steel reactor of unreacted toluene and TMEDA (ending conditions pot temperature 160° C. and 50 mmHg vacuum). The mixture was cooled to 100° C. and the reactor's content was transferred to the wash vessel previously heated to 85° C. and charged with 1700 g of fresh toluene. The TMEDA stripped product mixture was washed (3×300 ml) with deoxygenated water. Phase cuts were... The reactants are BrC=1SC=CN1 (2-Bromothiazole), C(CCC)[Sn](C1=CN=C2N1C=CC(=N2)C(F)(F)F)(CCCC)CCCC (3-tributylstannyl-7-trifluoromethylimidazo[1,2-α]pyrimidine). The product is S1C(=NC=C1)C1=CN=C2N1C=CC(=N2)C(F)(F)F (3-(thiazol-2-yl)-7-trifluoromethyl-imidazo[1,2-α]pyrimidine). The yield is 33.3%. Reaction SMILES: Br[C:2]1[S:3][CH:4]=[CH:5][N:6]=1.C([Sn](CCCC)(CCCC)[C:12]1[N:16]2[CH:17]=[CH:18][C:19]([C:21]([F:24])([F:23])[F:22])=[N:20][C:15]2=[N:14][CH:13]=1)CCC>>[S:3]1[CH:4]=[CH:5][N:6]=[C:2]1[C:12]1[N:16]2[CH:17]=[CH:18][C:19]([C:21]([F:22])([F:23])[F:24])=[N:20][C:15]2=[N:14][CH:13]=1. Procedure: 2-Bromothiazole (341 μl, 3.78 mmol) was coupled to 3-tributylstannyl-7-trifluoromethylimidazo[1,2-α]pyrimidine (1.8 mmol) by the method of Example 1 to give 3-(thiazol-2-yl)-7-trifluoromethyl-imidazo[1,2-α]pyrimidine (162 mg) as an off-white solid: δH (400 MHz, CDCl3) 7.40 (2H, dd, J 4 and 3), 7.93 (1H, d, J 3), 8.48 (1H, s), 10.22 (1H, d, J 8); m/z (ES+) 271 (M++H). Starting materials: NC(=O)N.S(=O)(=O)=NC(=O)N (sulfonylurea urea), NC1=CC=C(C=N1)N1COC2=C(C1=O)C=C(C(=C2)NC)F (3-(6-aminopyridin-3-yl)-6-fluoro-7-(methylamino)-2,3-dihydrobenzo[e][1,3]oxazin-4-one), CC1=CC=C(S1)S(=O)(=O)NC(OCC)=O (ethyl 5-methylthiophen-2-ylsulfonylcarbamate). The product is FC=1C(=CC2=C(C(N(CO2)C=2C=CC(=NC2)NC(=O)NS(=O)(=O)C=2SC(=CC2)C)=O)C1)NC (1-(5-(6-fluoro-7-(methylamino)-4-oxo-2H-benzo[e][1,3]oxazin-3(4H)-yl)pyridin-2-yl)-3-(5-methylthiophen -2-ylsulfonyl)urea). Reaction SMILES: NC(N)=O.S(=NC(N)=O)(=O)=O.[NH2:12][C:13]1[N:18]=[CH:17][C:16]([N:19]2[C:24](=[O:25])[C:23]3[CH:26]=[C:27]([F:32])[C:28]([NH:30][CH3:31])=[CH:29][C:22]=3[O:21][CH2:20]2)=[CH:15][CH:14]=1.[CH3:33][C:34]1[S:38][C:37]([S:39]([NH:42][C:43](=O)[O:44]CC)(=[O:41])=[O:40])=[CH:36][CH:35]=1>>[F:32][C:27]1[C:28]([NH:30][CH3:31])=[CH:29][C:22]2[O:21][CH2:20][N:19]([C:16]3[CH:15]=[CH:14][C:13]([NH:12][C:43]([NH:42][S:39]([C:37]4[S:38][C:34]([CH3:33])=[CH:35][CH:36]=4)(=[O:40])=[O:41])=[O:44])=[N:18][CH:17]=3)[C:24](=[O:25])[C:23]=2[CH:26]=1 |f:0.1|. Procedure: Analogous to the sulfonylurea urea coupling method described in Ex 5, 3-(6-aminopyridin-3-yl)-6-fluoro-7-(methylamino)-2,3-dihydrobenzo[e][1,3]oxazin-4-one was coupled with ethyl 5-methylthiophen-2-ylsulfonylcarbamate to yield 1-(5-(6-fluoro-7-(methylamino)-4-oxo-2H-benzo[e][1,3]oxazin-3(4H)-yl)pyridin-2-yl)-3-(5-methylthiophen -2-ylsulfonyl)urea. RP-HPLC: 2.7 min; ES-MS (M+H)+=492.3; 1H-NMR (MeOH-d4) δ (ppm): 2.5 (s, 3), 2.86 (s, 3), 5.5 (s, 2), 6.2 (d, 1), 6.8 (d, 1), 7.4 (d, 1), 7.46 (d, 1), ...